Task: describe an organic reaction: reactants, conditions, products, and yield. Dataset: the Open Reaction Database (ORD), a public repository of structured organic reaction records Starting materials: C(OC)(OC)=O (dimethyl carbonate), OCCN1CCN(CC1)CCO (1,4-bis(2-hydroxyethyl)piperazine), C([O-])([O-])=O.[K+].[K+] (potassium carbonate), COC(O)=O.OCCN1CCN(CC1)CCO (1,4-bis(2-hydroxyethyl)piperazine methyl carbonate), bis[1,4-(2-hydroxyethyl)-piperazine]carbonate. Product: CC(COC(OCC(N1CCNCC1)C)=O)N1CCNCC1 (Bis(methyl 2-piperazinoethyl)carbonate). Reaction SMILES: [C:1](=[O:6])([O:4][CH3:5])[O:2][CH3:3].OCC[N:10]1[CH2:15][CH2:14][N:13]([CH2:16][CH2:17]O)[CH2:12][CH2:11]1.C(=O)([O-])[O-].[K+].[K+].COC(=O)O.O[CH2:31][CH2:32][N:33]1[CH2:38][CH2:37][N:36](CCO)[CH2:35][CH2:34]1>>[CH3:17][CH:16]([N:13]1[CH2:12][CH2:11][NH:10][CH2:15][CH2:14]1)[CH2:3][O:2][C:1](=[O:6])[O:4][CH2:5][CH:32]([CH3:31])[N:33]1[CH2:38][CH2:37][NH:36][CH2:35][CH2:34]1 |f:2.3.4,5.6|. Reported procedure: A total of 180.0 grams (2.0 mole) of dimethyl carbonate, 17.4 grams (0.1 mole) of 1,4-bis(2-hydroxyethyl)piperazine and 1.0 gram (0.007 mole) of potassium carbonate were combined in a 250 milliliter round bottom flask equipped with a straight distillation head and a magnetic stirrer. The flask contents were heated to reflux under a nitrogen atmosphere. Initial reaction temperatures at reflux were 80° C. at the head and 88° C. on the kettle. A reethanol/dimethyl carbonate azeotrope was removed ov... The reactants are racemic cis-(1S) (4S)-N-methyl-4-(3,4-dichlorophenyl)-1,2,3,4-tetrahydro -1-naphthaleneamine, ClC=1C=C(C=CC1Cl)C1CCC(C2=CC=CC=C12)=O ((±) -4-(3,4-dichlorophenyl)-3,4-dihydro-1(2H)-naphthalenone), ketone, ClC=1C=C(C(=O)C2=CC=CC=C2)C=CC1Cl (3,4-dichlorobenzophenone), (±)-4-(3,4-dichlorophenyl)-4-butanoic acid, CN (methylamine). Reagents/catalysts: [Ti](Cl)(Cl)(Cl)Cl (titanium tetrachloride). Product: ClC=1C=C(C=CC1Cl)C1CCC(C2=CC=CC=C12)=NC (N-[4-(3,4-dichlorophenyl)-3,4-dihydro-1(2H)-naphthalenylidene]methanamine). RXN SMILES: ClC1C=C(C=CC=1Cl)C(C1C=CC=CC=1)=O.[Cl:17][C:18]1[CH:19]=[C:20]([CH:25]2[C:34]3[C:29](=[CH:30][CH:31]=[CH:32][CH:33]=3)[C:28](=O)[CH2:27][CH2:26]2)[CH:21]=[CH:22][C:23]=1[Cl:24].[CH3:36][NH2:37]>[Ti](Cl)(Cl)(Cl)Cl>[Cl:17][C:18]1[CH:19]=[C:20]([CH:25]2[C:34]3[C:29](=[CH:30][CH:31]=[CH:32][CH:33]=3)[C:28](=[N:37][CH3:36])[CH2:27][CH2:26]2)[CH:21]=[CH:22][C:23]=1[Cl:24]. Reported procedure: There is described in U.S. Pat. Nos. 4,536,518 and 4,556,676 to W. M. Welch, Jr. et al., as well as in the paper of W. M. Welch, Jr. et al., appearing in the Journal of Medicinal Chemistry, Vol. 27, No. 11, p. 1508 (1984), a multi-step method for synthesizing pure racemic cis-(1S) (4S)-N-methyl-4-(3,4-dichlorophenyl)-1,2,3,4-tetrahydro -1-naphthaleneamine, starting from the readily available 3,4-dichlorobenzophenone and proceeding via the known racemic or (±)-4-(3,4-dichlorophenyl)-4-butanoic ac...